This data is from the Open Reaction Database (ORD), a public repository of structured organic reaction records. The task is: describe an organic reaction: reactants, conditions, products, and yield The reactants are BrBr (bromine), ClC1=CC(=C(C=N1)C(CC)=O)C (1-(6-Chloro-4-methyl-pyridin-3-yl)-propan-1-one), Br (hydrobromic acid), C(=O)([O-])[O-].[Na+].[Na+] (Na2CO3), BrBr (bromine). Conditions: time 4 hour. Yields the product BrC(C(=O)C=1C=NC(=CC1C)Cl)C (2-Bromo-1-(6-chloro-4-methyl-pyridin-3-yl)-propan-1-one). Reaction SMILES: [Cl:1][C:2]1[N:7]=[CH:6][C:5]([C:8](=[O:11])[CH2:9][CH3:10])=[C:4]([CH3:12])[CH:3]=1.[BrH:13].BrBr.C([O-])([O-])=O.[Na+].[Na+]>>[Br:13][CH:9]([CH3:10])[C:8]([C:5]1[CH:6]=[N:7][C:2]([Cl:1])=[CH:3][C:4]=1[CH3:12])=[O:11] |f:3.4.5|. Procedure: 1-(6-Chloro-4-methyl-pyridin-3-yl)-propan-1-one (100 mg, 0.545 mmol) is dissolved in hydrobromic acid (48%) (2 ml, 17.68 mmol); to this is then added bromine (0.031 ml, 0.599 mmol) dropwise and the resulting orange solution stirred at RT. After 4 hours, further 0.2 eq (5 ul) of bromine is added and the reaction is left stirring O/N at RT. The reaction mixture is basified by careful addition of 2M Na2CO3 (5 ml) and then extracted into EtOAc (2×25 ml). The combined organic phase is washed with H2O... The reactants are CN(C)c1cc2ccc(OCc3ccccc3)cc2s1, COc1ccc(C(=O)Cl)cc1OC, Clc1ccccc1. The product is COc1ccc(C(=O)c2c(N(C)C)sc3cc(OCc4ccccc4)ccc23)cc1OC. Reaction SMILES: [CH2:14]([c:15]1[cH:16][cH:17][cH:18][cH:19][cH:20]1)[O:21][c:22]1[cH:23][cH:24][c:25]2[c:26]([s:27][c:28]([N:30]([CH3:31])[CH3:32])[cH:29]2)[cH:33]1.[CH3:1][O:2][c:3]1[cH:4][c:5]([C:6](=[O:7])[Cl:8])[cH:9][cH:10][c:11]1[O:12][CH3:13].[Cl:34][c:35]1[cH:36][cH:37][cH:38][cH:39][cH:40]1>>[CH3:1][O:2][c:3]1[cH:4][c:5]([C:6](=[O:7])[c:29]2[c:25]3[cH:24][cH:23][c:22]([O:21][CH2:14][c:15]4[cH:16][cH:17][cH:18][cH:19][cH:20]4)[cH:33][c:26]3[s:27][c:28]2[N:30]([CH3:31])[CH3:32])[cH:9][cH:10][c:11]1[O:12][CH3:13]. Reactants: C(CO)O (ethylene glycol), C1(=CC=C(C=C1)S(=O)(=O)O)C (p-toluenesulfonic acid), C1(=CC=CC=C1)P1C(CC(CC1(C)C)=O)(C)C (1-phenyl-2,2,6,6-tetramethyl-4-phosphorinanone). The solvent is C1(=CC=CC=C1)C (toluene). Product: C1OC2(CC(P(C(C2)(C)C)C2=CC=CC=C2)(C)C)OC1 (4,4-Ethylenedioxy-1-phenyl-2,2,6,6-tetramethylphosphorinane). Isolated yield 78.0%. RXN SMILES: [CH2:1]([OH:4])[CH2:2][OH:3].C1(C)C=CC(S(O)(=O)=O)=CC=1.[C:16]1([P:22]2[C:27]([CH3:29])([CH3:28])[CH2:26][C:25](=O)[CH2:24][C:23]2([CH3:32])[CH3:31])[CH:21]=[CH:20][CH:19]=[CH:18][CH:17]=1>C1(C)C=CC=CC=1>[CH2:2]1[CH2:1][O:4][C:25]2([CH2:26][C:27]([CH3:29])([CH3:28])[P:22]([C:16]3[CH:17]=[CH:18][CH:19]=[CH:20][CH:21]=3)[C:23]([CH3:32])([CH3:31])[CH2:24]2)[O:3]1. Procedure: A flask equipped with a Dean-Stark trap was charged with a mixture of 150 mls of ethylene glycol, 0.73 grams p-toluenesulfonic acid and 800 mls toluene and then purged with nitrogen for one hour. To this mixture, 10 grams of 1-phenyl-2,2,6,6-tetramethyl-4-phosphorinanone (0.04 mole) were added. The two phase system was heated to reflux and 26 mls of a water-ethylene glycol azeotrope were collected over a 20 hour period. The reaction mixture was washed with saturated sodium bicarbonate, water, dr... Starting materials: O=C([O-])[O-], CC12CCCc3cc(N)cc(c31)CCC2, CCOC(=O)c1cnc(Cl)nc1, [K+], [K+], O. The product is CCOC(=O)c1cnc(Nc2cc3c4c(c2)CCCC4(C)CCC3)nc1. As a reaction SMILES: [C:28](=[O:29])([O-:30])[O-:31].[CH3:1][C:2]12[CH2:3][CH2:4][CH2:5][c:6]3[cH:7][c:8]([NH2:15])[cH:9][c:10]([c:14]31)[CH2:11][CH2:12][CH2:13]2.[Cl:16][c:17]1[n:18][cH:19][c:20]([C:23](=[O:24])[O:25][CH2:26][CH3:27])[cH:21][n:22]1.[K+:32].[K+:33].[OH2:34]>>[CH3:1][C:2]12[CH2:3][CH2:4][CH2:5][c:6]3[cH:7][c:8]([NH:15][c:17]4[n:18][cH:19][c:20]([C:23](=[O:24])[O:25][CH2:26][CH3:27])[cH:21][n:22]4)[cH:9][c:10]([c:14]31)[CH2:11][CH2:12][CH2:13]2. The reactants are O=C1C=2N(C3=C(N1)C=1C=CC=C(C1C3)CC(=O)O)C=CN2 ((4,5-dihydro-4-oxo-10H-imidazo[1,2-a]indeno[1,2-e]pyrazin-9-yl)acetic acid), Cl.CN(CCCN=C=NCC)C (1-(3-dimethylaminopropyl)-3-ethylcarbodiimide hydrochloride), OC1=CC=CC=2NN=NC21 (hydroxybenzotriazole), NC1=CC=CC=C1 (aniline), C(O)([O-])=O.[Na+] (sodium hydrogencarbonate). The solvent is Cl (hydrochloric acid), CN(C=O)C (dimethylformamide), Cl (hydrochloric acid), O (water). Yields the product C1(=CC=CC=C1)NC(CC=1C=2CC3=C(NC(C=4N3C=CN4)=O)C2C=CC1)=O (N-phenyl-2-(4,5-dihydro-4-oxo-10H-imidazo[1,2-a]indeno[1,2-e]pyrazin-9-yl)acetamide). The yield is 28.2%. RXN SMILES: [O:1]=[C:2]1[NH:7][C:6]2[C:8]3[CH:9]=[CH:10][CH:11]=[C:12]([CH2:15][C:16]([OH:18])=O)[C:13]=3[CH2:14][C:5]=2[N:4]2[CH:19]=[CH:20][N:21]=[C:3]12.Cl.CN(C)CCCN=C=NCC.O[C:35]1[C:43]2N=N[NH:40][C:39]=2[CH:38]=[CH:37][CH:36]=1.NC1C=CC=CC=1.C(=O)([O-])O.[Na+]>CN(C)C=O.Cl.O>[C:39]1([NH:40][C:16](=[O:18])[CH2:15][C:12]2[C:13]3[CH2:14][C:5]4[N:4]5[CH:19]=[CH:20][N:21]=[C:3]5[C:2](=[O:1])[NH:7][C:6]=4[C:8]=3[CH:9]=[CH:10][CH:11]=2)[CH:43]=[CH:35][CH:36]=[CH:37][CH:38]=1 |f:1.2,5.6|. Reported procedure: A solution of 0.56 g of (4,5-dihydro-4-oxo-10H-imidazo[1,2-a]indeno[1,2-e]pyrazin-9-yl)acetic acid, 0.38 g of 1-(3-dimethylaminopropyl)-3-ethylcarbodiimide hydrochloride, 0.27 g of hydroxybenzotriazole and 1.1 ml of aniline in 20 ml of dimethylformamide is stirred under an argon atmosphere for 20 hours at a temperature in the region of 20° C. 20 ml of hydrochloric acid are added to the reaction mixture. The precipitate formed is filtered, washed with water and with isopropyl ether and then dried... Reactants: N#Cc1ccc(N2CCN(C(=O)CCl)CC2)cc1, O=C(Cl)CCl, O=[N+]([O-])c1ccc(NC2CCC(O)CC2)cc1C(F)(F)F, N#Cc1ccc(N2CCNCC2)cc1. Yields the product N#Cc1ccc(N2CCN(C(=O)COC3CCC(Nc4ccc([N+](=O)[O-])c(C(F)(F)F)c4)CC3)CC2)cc1. RXN SMILES: [Cl:1][CH2:2][C:3](=[O:4])[N:5]1[CH2:6][CH2:7][N:8]([c:11]2[cH:12][cH:13][c:14]([C:15]#[N:16])[cH:17][cH:18]2)[CH2:9][CH2:10]1.[Cl:33][CH2:34][C:35]([Cl:36])=[O:37].[N+:38](=[O:39])([O-:40])[c:41]1[c:42]([C:55]([F:56])([F:57])[F:58])[cH:43][c:44]([NH:47][CH:48]2[CH2:49][CH2:50][CH:51]([OH:54])[CH2:52][CH2:53]2)[cH:45][cH:46]1.[N:19]1([c:20]2[cH:21][cH:22][c:23]([C:24]#[N:25])[cH:26][cH:27]2)[CH2:28][CH2:29][NH:30][CH2:31][CH2:32]1>>[CH2:2]([C:3](=[O:4])[N:5]1[CH2:6][CH2:7][N:8]([c:11]2[cH:12][cH:13][c:14]([C:15]#[N:16])[cH:17][cH:18]2)[CH2:9][CH2:10]1)[O:54][CH:51]1[CH2:50][CH2:49][CH:48]([NH:47][c:44]2[cH:43][c:42]([C:55]([F:56])([F:57])[F:58])[c:41]([N+:38](=[O:39])[O-:40])[cH:46][cH:45]2)[CH2:53][CH2:52]1. Starting materials: COC1=CC2=C(N(C=N2)C)C=C1OC (5,6-dimethoxy-1-methyl benzimidazole), O1C(=CC=C1)C(=O)N1CCNCC1 (N-(2-furoyl) piperazine), COCCO (2-methoxyethanol), Cl (hydrochloride), Cl (HCl), product. The solvent is C(C)(C)O (isopropyl alcohol), C(C)(C)O (isopropyl alcohol). Product: Cl.COC1=CC2=C(N(C(=N2)N2CCN(CC2)C(=O)C=2OC=CC2)C)C=C1OC (1-(5,6-Dimethoxy-1-methyl-2-benzimidazolyl)-4-(2-furoyl) piperazine hydrochloride). As a reaction SMILES: [CH3:1][O:2][C:3]1[C:12]([O:13][CH3:14])=[CH:11][C:6]2[N:7]([CH3:10])[CH:8]=[N:9][C:5]=2[CH:4]=1.[O:15]1[CH:19]=[CH:18][CH:17]=[C:16]1[C:20]([N:22]1[CH2:27][CH2:26][NH:25][CH2:24][CH2:23]1)=[O:21].COCCO.[ClH:33]>C(O)(C)C>[ClH:33].[CH3:1][O:2][C:3]1[C:12]([O:13][CH3:14])=[CH:11][C:6]2[N:7]([CH3:10])[C:8]([N:25]3[CH2:26][CH2:27][N:22]([C:20]([C:16]4[O:15][CH:19]=[CH:18][CH:17]=4)=[O:21])[CH2:23][CH2:24]3)=[N:9][C:5]=2[CH:4]=1 |f:5.6|. Reported procedure: 3.50 g. 2-chloro. 5,6-dimethoxy-1-methyl benzimidazole [(J. Org. Chem. USSR 1 1466), (1965)] 7.00 g N-(2-furoyl) piperazine, and 25 ml 2-methoxyethanol were reacted as described in Example I. The product was converted to its hydrochloride by dissolving in isopropyl alcohol and acidifying with a solution of HCl gas in isopropyl alcohol. Yield: 3.99 g product, mp 212°-215° C decomp.